From a dataset of the Open Reaction Database (ORD), a public repository of structured organic reaction records. describe an organic reaction: reactants, conditions, products, and yield Starting materials: COC(=O)C(C#N)=C1C(=O)Nc2ccc(OC(F)(F)F)cc21, N#C[K]. The product is COC(=O)C(C#N)C1(C#N)C(=O)Nc2ccc(OC(F)(F)F)cc21. As a reaction SMILES: [C:1](#[N:2])[C:3]([C:4](=[O:5])[O:6][CH3:7])=[C:8]1[C:9](=[O:22])[NH:10][c:11]2[cH:12][cH:13][c:14]([O:17][C:18]([F:19])([F:20])[F:21])[cH:15][c:16]21.[K:23][C:24]#[N:25]>>[C:1](#[N:2])[CH:3]([C:4](=[O:5])[O:6][CH3:7])[C:8]1([C:24]#[N:25])[C:9](=[O:22])[NH:10][c:11]2[cH:12][cH:13][c:14]([O:17][C:18]([F:19])([F:20])[F:21])[cH:15][c:16]21. Starting materials: COC(=O)c1sc(-c2ccccc2)cc1N(C(=O)C1CCC(C)CC1)C1CCC2(CC1)OCCO2, CCOC(C)=O, Cl, C1CCOC1. Product: COC(=O)c1sc(-c2ccccc2)cc1N(C(=O)C1CCC(C)CC1)C1CCC(=O)CC1. As a reaction SMILES: [CH3:1][O:2][C:3](=[O:4])[c:5]1[s:6][c:7](-[c:30]2[cH:31][cH:32][cH:33][cH:34][cH:35]2)[cH:8][c:9]1[N:10]([C:11](=[O:12])[CH:13]1[CH2:14][CH2:15][CH:16]([CH3:19])[CH2:17][CH2:18]1)[CH:20]1[CH2:21][CH2:22][C:23]2([O:24][CH2:27][CH2:26][O:25]2)[CH2:28][CH2:29]1.[CH3:42][CH2:43][O:44][C:45](=[O:46])[CH3:47].[ClH:36].[O:37]1[CH2:38][CH2:39][CH2:40][CH2:41]1>>[CH3:1][O:2][C:3](=[O:4])[c:5]1[s:6][c:7](-[c:30]2[cH:31][cH:32][cH:33][cH:34][cH:35]2)[cH:8][c:9]1[N:10]([C:11](=[O:12])[CH:13]1[CH2:14][CH2:15][CH:16]([CH3:19])[CH2:17][CH2:18]1)[CH:20]1[CH2:21][CH2:22][C:23](=[O:24])[CH2:28][CH2:29]1. Reactants: Cl.NC(=N)N (guanidine hydrochloride), COC(C(C(=O)[O-])C(OC)OC)OC (3,3-dimethoxy-2-dimethoxymethyl-propionate). Product: COC(=O)C=1C=NC(=NC1)N (Methyl-2-amino-pyrimidine-5-carboxylate). Procedure details: To a stirred solution of 4.30 g guanidine hydrochloride in 50.00 g dimethyl formamide, 10.00 g 3,3-dimethoxy-2-dimethoxymethyl-propionate were added. The resulting clear solution was heated to 100° C. for 2 hours and to 140° C. for an additional 20 hours. After cooling to 60° C., the solvent was completely removed in vacuo and the resulting light brown residue thoroughly extracted with boiling tetrahydrofurane. After distilling off the majority of the solvent, the crystalline product was isolate... The solvent is CN(C=O)C (dimethyl formamide). Conditions: temperature 140 celsius. Reaction SMILES: Cl.[NH2:2][C:3]([NH2:5])=[NH:4].[CH3:6][O:7][CH:8]([O:18]C)[CH:9]([CH:13](OC)OC)[C:10]([O-])=O>CN(C)C=O>[CH3:6][O:7][C:8]([C:9]1[CH:10]=[N:4][C:3]([NH2:5])=[N:2][CH:13]=1)=[O:18] |f:0.1|. The reactants are C#CCCCC (hex-1-yne), BrC=1C=C(C=O)C=CC1 (3-bromo-benzaldehyde). The reagents and catalysts are [Cu]I (copper(I)iodide), [Pd].C1(=CC=CC=C1)P(C1=CC=CC=C1)C1=CC=CC=C1.C1(=CC=CC=C1)P(C1=CC=CC=C1)C1=CC=CC=C1.C1(=CC=CC=C1)P(C1=CC=CC=C1)C1=CC=CC=C1.C1(=CC=CC=C1)P(C1=CC=CC=C1)C1=CC=CC=C1 (tetrakis-(triphenylphosphine)-palladium). Solvent: N1CCCCC1 (piperidine), N1CCCCC1 (piperidine). Reaction conditions: temperature 60 celsius, time 10 minute. Yields the product C(#CCCCC)C=1C=C(C=O)C=CC1 (3-Hex-1-ynyl-benzaldehyde). Yield: 87.2%. RXN SMILES: Br[C:2]1[CH:3]=[C:4]([CH:7]=[CH:8][CH:9]=1)[CH:5]=[O:6].[CH:10]#[C:11][CH2:12][CH2:13][CH2:14][CH3:15]>N1CCCCC1.[Cu]I.[Pd].C1(P(C2C=CC=CC=2)C2C=CC=CC=2)C=CC=CC=1.C1(P(C2C=CC=CC=2)C2C=CC=CC=2)C=CC=CC=1.C1(P(C2C=CC=CC=2)C2C=CC=CC=2)C=CC=CC=1.C1(P(C2C=CC=CC=2)C2C=CC=CC=2)C=CC=CC=1>[C:10]([C:2]1[CH:3]=[C:4]([CH:7]=[CH:8][CH:9]=1)[CH:5]=[O:6])#[C:11][CH2:12][CH2:13][CH2:14][CH3:15] |f:4.5.6.7.8|. Procedure details: A solution of 10.0 g (54.05 mmol) of 3-bromo-benzaldehyde in 150 ml of piperidine was treated at RT with 1.029 g (5.40 mmol) of copper(I)iodide and 6.246 g (5.40 mmol) of tetrakis-(triphenylphosphine)-palladium and the mixture was then warmed up to 60° C. After 10 min, a solution of 9.30 ml=6.66 g (81.07 mmol) of hex-1-yne in 150 ml of piperidine was added drop by drop during 1 hour. After 30 min, the oil bath temperature was steadily increased to 80° C. The reaction mixture was then stirred at ... Reactants: CCC(CC(CC)=O)=O (3,5-heptandione), CC(C)C(CC(C(C)C)=O)=O (2,6-dimethyl-3,5-heptandione). Yields the product CC(C)C(CC(C(C)C)O)O (2,6-dimethyl-3,5-heptandiol). Yield: 90.0%. As a reaction SMILES: CCC(=O)CC(=O)CC.[CH3:10][CH:11]([C:13](=[O:20])[CH2:14][C:15](=[O:19])[CH:16]([CH3:18])[CH3:17])[CH3:12]>>[CH3:18][CH:16]([CH:15]([OH:19])[CH2:14][CH:13]([OH:20])[CH:11]([CH3:12])[CH3:10])[CH3:17]. Procedure: Synthesis procedure was similar to that described in synthetic example 19(1), except that 3,5-heptandione was replaced by 2,6-dimethyl-3,5-heptandione, and finally the product was purified by distilling under reduced pressure. 2,6-dimethyl-3,5-heptandiol as a colorless liquid was obtained with a yield of 90%.